This data is from the Open Reaction Database (ORD), a public repository of structured organic reaction records. The task is: describe an organic reaction: reactants, conditions, products, and yield Starting materials: COC(C(CC1CCCCC1)C1=CC=C(C=C1)S(=O)(=O)C)=O (3-cyclohexyl-2-(4-methanesulfonyl-phenyl)-propionic acid methyl ester), [OH-].[Na+] (sodium hydroxide). Solvent: C(C)O (ethanol). Run at temperature 47.5 celsius. Yields the product C1(CCCCC1)CC(C(=O)O)C1=CC=C(C=C1)S(=O)(=O)C (3-cyclohexyl-2-(4-methanesulfonyl-phenyl)-propionic acid). The yield is 59.6%. Reaction SMILES: C[O:2][C:3](=[O:22])[CH:4]([C:12]1[CH:17]=[CH:16][C:15]([S:18]([CH3:21])(=[O:20])=[O:19])=[CH:14][CH:13]=1)[CH2:5][CH:6]1[CH2:11][CH2:10][CH2:9][CH2:8][CH2:7]1.[OH-].[Na+]>C(O)C>[CH:6]1([CH2:5][CH:4]([C:12]2[CH:17]=[CH:16][C:15]([S:18]([CH3:21])(=[O:20])=[O:19])=[CH:14][CH:13]=2)[C:3]([OH:22])=[O:2])[CH2:11][CH2:10][CH2:9][CH2:8][CH2:7]1 |f:1.2|. Reported procedure: A solution of 3-cyclohexyl-2-(4-methanesulfonyl-phenyl)-propionic acid methyl ester (1.00 g, 3.08 mmol) in ethanol (15 mL) was treated with a 1N aqueous sodium hydroxide solution (6 mL). The solution was heated at 45-50° C. for 15 h, at which time, thin layer chromatography analysis of the mixture indicated the absence of starting material. The reaction mixture was then concentrated in vacuo to remove ethanol, and the residue was diluted with water (20 mL) and extracted with diethyl ether (1×40 ... The reactants are BrC1=CC=C(C=C1)O (4-bromophenol), [OH-].[Na+] (sodium hydroxide), O (water), C(CCCCCCCCCCC)Br (n-dodecyl bromide). The solvent is C(C)O (ethanol). Run at time 4 hour. Product: C(CCCCCCCCCCC)OC1=CC=C(C=C1)Br (4-n-dodecyloxyphenyl bromide). Yield: 64.5%. Reaction SMILES: [Br:1][C:2]1[CH:7]=[CH:6][C:5]([OH:8])=[CH:4][CH:3]=1.[OH-].[Na+].[CH2:11](Br)[CH2:12][CH2:13][CH2:14][CH2:15][CH2:16][CH2:17][CH2:18][CH2:19][CH2:20][CH2:21][CH3:22].O>C(O)C>[CH2:22]([O:8][C:5]1[CH:6]=[CH:7][C:2]([Br:1])=[CH:3][CH:4]=1)[CH2:21][CH2:20][CH2:19][CH2:18][CH2:17][CH2:16][CH2:15][CH2:14][CH2:13][CH2:12][CH3:11] |f:1.2|. Procedure details: In 200 g of ethanol were dissolved 86.5 g (0.5 mol) of 4-bromophenol and 22 g (0.55 mol) of sodium hydroxide. To the solution at 70° C., 137 g (0.55 mol) of n-dodecyl bromide was added dropwise. The solution was allowed to ripen for 4 hours and cooled to room temperature, after which 120 g of water was added. The oily matter separated therefrom was concentrated by a rotary evaporator, followed by vacuum distillation (boiling point 178-180° C./0.5 Torr), yielding 110 g of 4-n-dodecyloxyphenyl bro... Reactants: 6, Cl (hydrochloric acid), N1([C@H](C(=O)N)CCCC1)C(=O)OC(C)(C)C (BOC-HPro-NH2). Solvent: C(C)(=O)OCC (ethyl acetate), C(C)(=O)OCC (ethyl acetate), CCOCC (ether). Reaction conditions: time 1 hour. The product is N1[C@H](C(=O)N)CCCC1.Cl (H-HPro-NH2.HCl). Isolated yield 91.0%. As a reaction SMILES: [N:1]1(C(OC(C)(C)C)=O)[CH2:9][CH2:8][CH2:7][CH2:6][C@H:2]1[C:3]([NH2:5])=[O:4].[ClH:17]>C(OCC)(=O)C.CCOCC>[NH:1]1[CH2:9][CH2:8][CH2:7][CH2:6][C@H:2]1[C:3]([NH2:5])=[O:4].[ClH:17] |f:4.5|. Reported procedure: 1.6 g (7 mmoles) of BOC-HPro-NH2 are dissolved in 10 ml of warm ethyl acetate. The solution is cooled to room temperature, and 10 ml of a 6 n hydrochloric acid solution in ethyl acetate are added. The reaction mixture is allowed to stand for one hour, thereafter it is diluted with ether, the separated precipitate is triturated and filtered off. 1.05 g (91%) of H-HPro-NH2.HCl are obtained; m.p.: 178°-180° C., Rf6 =0.32, [α]D25 =+26.2° (c=1%, in methanol). Reactants: O=C1C=2N(C3=CC=C(C=C3N1)C(F)(F)F)C(=CC2)/C=C/C(=O)OCC (Ethyl(E)-3-(4-oxo-7-trifluoromethyl-4,5-dihydropyrrolo[1,2-a]-quinoxalin-1-yl)acrylate). The reagents and catalysts are [C].[Pd] (palladium carbon). The solvent is C(C)(=O)O (acetic acid). Conditions: time 16 hour. Yields the product O=C1C=2N(C3=CC=C(C=C3N1)C(F)(F)F)C(=CC2)CCC(=O)OCC (Ethyl 3-(4-oxo-7-trifluoromethyl-4,5-dihydropyrrolo[1,2-a]-quinoxalin-1-yl)propanoate). As a reaction SMILES: [O:1]=[C:2]1[NH:11][C:10]2[C:5](=[CH:6][CH:7]=[C:8]([C:12]([F:15])([F:14])[F:13])[CH:9]=2)[N:4]2[C:16](/[CH:19]=[CH:20]/[C:21]([O:23][CH2:24][CH3:25])=[O:22])=[CH:17][CH:18]=[C:3]12>[C].[Pd].C(O)(=O)C>[O:1]=[C:2]1[NH:11][C:10]2[C:5](=[CH:6][CH:7]=[C:8]([C:12]([F:14])([F:13])[F:15])[CH:9]=2)[N:4]2[C:16]([CH2:19][CH2:20][C:21]([O:23][CH2:24][CH3:25])=[O:22])=[CH:17][CH:18]=[C:3]12 |f:1.2|. Reported procedure: Ethyl(E)-3-(4-oxo-7-trifluoromethyl-4,5-dihydropyrrolo[1,2-a]-quinoxalin-1-yl)acrylate as synthesized in Example 188, 182 mg, 5% palladium carbon 80 mg and acetic acid 6 mL were mixed and stirred under hydrogen atmosphere at room temperature for 16 hours. Filtering the reaction liquid through Celite, 50 mL of water was added to the filtrate and the precipitated crystals were recovered by filtration. The crystals were washed successively with water and diethyl ether, and dried in flowing air unde... Starting materials: ClCCl, Cl[Al](Cl)Cl, Cl, COc1cccc2c1C(=O)OC2O. The product is O=C1OC(O)c2cccc(O)c21. Reaction SMILES: [CH2:19]([Cl:20])[Cl:21].[Cl:14][Al:15]([Cl:16])[Cl:17].[ClH:18].[OH:1][CH:2]1[O:3][C:4](=[O:5])[c:6]2[c:7]([O:12][CH3:13])[cH:8][cH:9][cH:10][c:11]21>>[OH:1][CH:2]1[O:3][C:4](=[O:5])[c:6]2[c:7]([OH:12])[cH:8][cH:9][cH:10][c:11]21. The reactants are CC(=O)OCC1OC(Br)C(OC(C)=O)C(OC(C)=O)C1OC(C)=O, O=C([O-])[O-], O=C([O-])O, O=C(NCc1ccccc1)c1sccc1O, CCCC[N+](CCCC)(CCCC)Cc1ccccc1, [Cl-], ClCCl, [K+], [K+], [Na+], O. Product: CC(=O)OCC1OC(Oc2ccsc2C(=O)NCc2ccccc2)C(OC(C)=O)C(OC(C)=O)C1OC(C)=O. RXN SMILES: [C:17]([CH3:18])(=[O:19])[O:20][CH:21]1[CH:22]([Br:40])[O:23][CH:24]([CH2:35][O:36][C:37]([CH3:38])=[O:39])[CH:25]([O:31][C:32]([CH3:33])=[O:34])[CH:26]1[O:27][C:28]([CH3:29])=[O:30].[C:41](=[O:42])([O-:43])[O-:44].[C:47](=[O:48])([OH:49])[O-:50].[CH2:1]([c:2]1[cH:3][cH:4][cH:5][cH:6][cH:7]1)[NH:8][C:9](=[O:10])[c:11]1[s:12][cH:13][cH:14][c:15]1[OH:16].[CH2:53]([N+:54]([CH2:55][CH2:56][CH2:57][CH3:58])([CH2:59][CH2:60][CH2:61][CH3:62])[CH2:63][CH2:64][CH2:65][CH3:66])[c:67]1[cH:68][cH:69][cH:70][cH:71][cH:72]1.[Cl-:52].[Cl:73][CH2:74][Cl:75].[K+:45].[K+:46].[Na+:51].[OH2:76]>>[CH2:1]([c:2]1[cH:3][cH:4][cH:5][cH:6][cH:7]1)[NH:8][C:9](=[O:10])[c:11]1[s:12][cH:13][cH:14][c:15]1[O:16][CH:22]1[CH:21]([O:20][C:17]([CH3:18])=[O:19])[CH:26]([O:27][C:28]([CH3:29])=[O:30])[CH:25]([O:31][C:32]([CH3:33])=[O:34])[CH:24]([CH2:35][O:36][C:37]([CH3:38])=[O:39])[O:23]1. Starting materials: ClC1=NC(=NC(=C1)C1=C(C=CC(=C1)Cl)C)C (4-chloro-6-(5-chloro-2-methyl-phenyl)-2-methyl-pyrimidine), NC1=CC=C2C=NNC2=C1 (6-aminoindazol). The product is ClC=1C=CC(=C(C1)C1=CC(=NC(=N1)C)NC1=CC=C2C=NNC2=C1)C ([6-(5-Chloro-2-methyl-phenyl)-2-methyl-pyrimidin-4-yl]-(1H-indazol-6-yl)-amine). Yield: 64.0%. RXN SMILES: Cl[C:2]1[CH:7]=[C:6]([C:8]2[CH:13]=[C:12]([Cl:14])[CH:11]=[CH:10][C:9]=2[CH3:15])[N:5]=[C:4]([CH3:16])[N:3]=1.[NH2:17][C:18]1[CH:26]=[C:25]2[C:21]([CH:22]=[N:23][NH:24]2)=[CH:20][CH:19]=1>>[Cl:14][C:12]1[CH:11]=[CH:10][C:9]([CH3:15])=[C:8]([C:6]2[N:5]=[C:4]([CH3:16])[N:3]=[C:2]([NH:17][C:18]3[CH:26]=[C:25]4[C:21]([CH:22]=[N:23][NH:24]4)=[CH:20][CH:19]=3)[CH:7]=2)[CH:13]=1. Procedure details: Following the method described in Example 38 (alternate method), 4-chloro-6-(5-chloro-2-methyl-phenyl)-2-methyl-pyrimidine and 6-aminoindazol provided the title compound (64% yield). 1H NMR (DMSO-d6) δ 2.32 (s, 3H, CH3), 2.57 (s, 3H, CH3), 6.78 (s, 1H, Ar), 7.18 (dd, 1H, J=8.7 Hz, J=1.6 Hz, Ar), 7.36 (d, 1H, J=8.2 Hz, Ar), 7.43 (dd, 1H, J=8.2 Hz, J=2.3 Hz, Ar), 7.49 (d, 1H, J=2.2 Hz, Ar), 7.69 (d, 1H, J=8.6 Hz, Ar), 7.97 (s, 1H, Ar), 8.33 (s, 1H, Ar), 9.75 (s, 1H, NH), 12.89 (s, 1H, NH). Starting materials: CN1CCN(CC1)C1=CC=C(C=C1)NC=1C=2N(C(=CN1)C1=CC(=NC=C1)OCC)C=CN2 ((4-(4-methylpiperazin-1-yl)phenyl)-[5-(2-ethoxypyridin-4-yl)-imidazo[1,2-a]pyrazin-8-yl]amine), Cl.[NH+]1=CC=CC=C1 (pyridinium hydrochloride). The solvent is O (water). Conditions: temperature 150 celsius. Yields the product CN1CCN(CC1)C1=CC=C(C=C1)NC=1C=2N(C(=CN1)C1=CC(NC=C1)=O)C=CN2 (4-{8-[4-(4-Methylpiperazin-1-yl)phenylamino]imidazo[1,2-a]pyrazin-5-yl}-1H-pyridin-2-one). As a reaction SMILES: [CH3:1][N:2]1[CH2:7][CH2:6][N:5]([C:8]2[CH:13]=[CH:12][C:11]([NH:14][C:15]3[C:16]4[N:17]([CH:30]=[CH:31][N:32]=4)[C:18]([C:21]4[CH:26]=[CH:25][N:24]=[C:23]([O:27]CC)[CH:22]=4)=[CH:19][N:20]=3)=[CH:10][CH:9]=2)[CH2:4][CH2:3]1.Cl.[NH+]1C=CC=CC=1>O>[CH3:1][N:2]1[CH2:7][CH2:6][N:5]([C:8]2[CH:9]=[CH:10][C:11]([NH:14][C:15]3[C:16]4[N:17]([CH:30]=[CH:31][N:32]=4)[C:18]([C:21]4[CH:26]=[CH:25][NH:24][C:23](=[O:27])[CH:22]=4)=[CH:19][N:20]=3)=[CH:12][CH:13]=2)[CH2:4][CH2:3]1 |f:1.2|. Procedure: A mixture of (4-(4-methylpiperazin-1-yl)phenyl)-[5-(2-ethoxypyridin-4-yl)-imidazo[1,2-a]pyrazin-8-yl]amine (103 mg, 0.24 mmol) and pyridinium hydrochloride (130 mg, 1.2 mmol) in water (0.2 mL) is heated at 150° C. for 25 minutes in a sealed tube. After this time the solvent is removed in vacuo. The residue is chromatographed on silica gel, eluting with DCM followed by 92:8 DCM:NH3 (7M in MeOH), and the fractions containing the desired product are combined and evaporated to afford the title compo...